describe an organic reaction: reactants, conditions, products, and yield From a dataset of the Open Reaction Database (ORD), a public repository of structured organic reaction records. The reactants are C(C1=CC=CC=C1)OC(=O)C(C1=CC=CC=2N(C(=NC21)C(=O)OC)COCC[Si](C)(C)C)OC2CNCCC2C2=CC=C(C=C2)OCCCOCC2=C(C=CC=C2)OC (methyl 4-(1-benzyloxycarbonyl-4-{4-[3-(2-methoxybenzyloxy)propoxy]phenyl}piperidin-3-yloxymethyl)-1-(2-trimethylsilanylethoxymethyl)-1H-benzoimidazole-2-carboxylate), Cl (HCl), C(O)([O-])=O.[Na+] (sodium hydrogencarbonate). Run in CO (methanol). Reaction conditions: temperature 50 celsius, time 2 hour. Yields the product C(C1=CC=CC=C1)OC(=O)C(C1=CC=CC=2NC(=NC21)C(=O)OC)OC2CNCCC2C2=CC=C(C=C2)OCCCOCC2=C(C=CC=C2)OC (Methyl 4-(1-benzyloxycarbonyl-4-{4-[3-(2-methoxybenzyloxy)propoxy]phenyl}piperidin-3-yloxymethyl)-1H-benzoimidazole-2-carboxylate), SiO2. As a reaction SMILES: [CH2:1]([O:8][C:9]([CH:11]([O:33][CH:34]1[CH:39]([C:40]2[CH:45]=[CH:44][C:43]([O:46][CH2:47][CH2:48][CH2:49][O:50][CH2:51][C:52]3[CH:57]=[CH:56][CH:55]=[CH:54][C:53]=3[O:58][CH3:59])=[CH:42][CH:41]=2)[CH2:38][CH2:37][NH:36][CH2:35]1)[C:12]1[C:20]2[N:19]=[C:18]([C:21]([O:23][CH3:24])=[O:22])[N:17](COCC[Si](C)(C)C)[C:16]=2[CH:15]=[CH:14][CH:13]=1)=[O:10])[C:2]1[CH:7]=[CH:6][CH:5]=[CH:4][CH:3]=1.Cl.C(=O)([O-])O.[Na+]>CO>[CH2:1]([O:8][C:9]([CH:11]([O:33][CH:34]1[CH:39]([C:40]2[CH:41]=[CH:42][C:43]([O:46][CH2:47][CH2:48][CH2:49][O:50][CH2:51][C:52]3[CH:57]=[CH:56][CH:55]=[CH:54][C:53]=3[O:58][CH3:59])=[CH:44][CH:45]=2)[CH2:38][CH2:37][NH:36][CH2:35]1)[C:12]1[C:20]2[N:19]=[C:18]([C:21]([O:23][CH3:24])=[O:22])[NH:17][C:16]=2[CH:15]=[CH:14][CH:13]=1)=[O:10])[C:2]1[CH:3]=[CH:4][CH:5]=[CH:6][CH:7]=1 |f:2.3|. Procedure: The mixture of 1.03 g of methyl 4-(1-benzyloxycarbonyl-4-{4-[3-(2-methoxybenzyloxy)propoxy]phenyl}piperidin-3-yloxymethyl)-1-(2-trimethylsilanylethoxymethyl)-1H-benzoimidazole-2-carboxylate, 10 ml of methanol and 10 ml of 2M HCl is stirred at 50° C. over 2 hours. The reaction mixture is cooled, poured onto aqueous 1M sodium hydrogencarbonate solution (70 ml) and extracted with tert-butyl methyl ether (2×100 ml). The organic phases are washed with brine, dried over sodium sulphate and concentrate... Reactants: OO (hydrogen peroxide), OO (hydrogen peroxide), N=O (nitroxyl), OC1CC(N(C(C1)(C)C)O)(C)C (4-hydroxy-1-oxyl-2,2,6,6-tetramethylpiperidine), Ferrous chloride tetrahydrate, OC(CON1C(CC(CC1(C)C)=O)(C)C)(C)C (1-(2-hydroxy-2-methylpropoxy)-2,2,6,6-tetramethylpiperidin-4-one). Solvent: C(C)(C)(C)O (tert-butyl alcohol), C(C)(C)(C)O (tert-butyl alcohol), C(C)(C)(C)O (tert-butyl alcohol). Reaction conditions: temperature 40 celsius, time 15 minute. Product: OC1CC(N(C(C1)(C)C)OCC(C)(C)O)(C)C (4-Hydroxy-1-(2-hydroxy-2-methylpropoxy)-2,2,6,6-tetramethylpiperidine). As a reaction SMILES: OC1CC(C)(C)N(O)C(C)(C)C1.OO.N=O.[OH:17][C:18]([CH3:33])([CH3:32])[CH2:19][O:20][N:21]1[C:26]([CH3:28])([CH3:27])[CH2:25][C:24](=[O:29])[CH2:23][C:22]1([CH3:31])[CH3:30]>C(O)(C)(C)C>[OH:29][CH:24]1[CH2:25][C:26]([CH3:27])([CH3:28])[N:21]([O:20][CH2:19][C:18]([OH:17])([CH3:33])[CH3:32])[C:22]([CH3:31])([CH3:30])[CH2:23]1. Procedure details: Ferrous chloride tetrahydrate (0.99 g, 5.0 mmol) is added to 400 mL of tert-butyl alcohol which is heated to 40° C. The mixture is stirred for 15 minutes and 0.78 g (5.0 mmol) of 2,2'-dipyridyl is added to the tert-butyl alcohol solution. The solution is then stirred for five minutes and 17.2 g (100 mmol) of 4-hydroxy-1-oxyl-2,2,6,6-tetramethylpiperidine is added. A solution of 49 g (0.72 mol) of 50% aqueous hydrogen peroxide mixed with 100 mL of tert-butyl alcohol is added to the reaction mixtu...